From a dataset of the Open Reaction Database (ORD), a public repository of structured organic reaction records. describe an organic reaction: reactants, conditions, products, and yield Yields the product COc1nc(C)cnc1NS(=O)(=O)c1ccc(C)s1. Reactants: COc1nc(C)cnc1N, Cc1ccc(S(=O)(=O)Cl)s1. RXN SMILES: [CH3:11][O:12][c:13]1[c:14]([NH2:20])[n:15][cH:16][c:17]([CH3:19])[n:18]1.[CH3:1][c:2]1[cH:3][cH:4][c:5]([S:7](=[O:8])(=[O:9])[Cl:10])[s:6]1>>[CH3:1][c:2]1[cH:3][cH:4][c:5]([S:7](=[O:8])(=[O:9])[NH:20][c:14]2[c:13]([O:12][CH3:11])[n:18][c:17]([CH3:19])[cH:16][n:15]2)[s:6]1.